Dataset: the Open Reaction Database (ORD), a public repository of structured organic reaction records. Task: describe an organic reaction: reactants, conditions, products, and yield Starting materials: C(CCC)N(C(OCCl)=O)CCCC (chloromethyl N,N-di-n-butylcarbamate), O[C@H](C)[C@@H]1[C@@H]2N(C(=C([C@@H]2C)S\C=C/C2=C(N=CS2)CO)C(=O)[O-])C1=O.[Na+] (sodium (1R,5S,6S)-6-((1R)-1-hydroxyethyl)-2-[[(Z)-2-(4-hydroxymethylthiazol-5-yl)ethen-1-yl]thio]-1-methyl-1-carbapen-2-em-3-carboxylate). Product: O[C@H](C)[C@@H]1[C@@H]2N(C(=C([C@@H]2C)S\C=C/C2=C(N=CS2)CO)C(=O)OCOC(=O)N(CCCC)CCCC)C1=O (N,N-Di(butan-1-yl)aminocarbonyloxymethyl (1R,5S,6S)-6-((1R)-1-hydroxyethyl)-2-[[(Z)-2-(4-hydroxymethylthiazol-5-yl)ethen-1-yl]thio]-1-methyl-1-carbapen-2-em-3-carboxylate). Isolated yield 67.3%. As a reaction SMILES: [CH2:1]([N:5]([CH2:11][CH2:12][CH2:13][CH3:14])[C:6](=[O:10])[O:7][CH2:8]Cl)[CH2:2][CH2:3][CH3:4].[OH:15][C@@H:16]([C@H:18]1[C:38](=[O:39])[N:20]2[C:21]([C:35]([O-:37])=[O:36])=[C:22]([S:25]/[CH:26]=[CH:27]\[C:28]3[S:32][CH:31]=[N:30][C:29]=3[CH2:33][OH:34])[C@H:23]([CH3:24])[C@H:19]12)[CH3:17].[Na+]>>[OH:15][C@@H:16]([C@H:18]1[C:38](=[O:39])[N:20]2[C:21]([C:35]([O:37][CH2:8][O:7][C:6]([N:5]([CH2:11][CH2:12][CH2:13][CH3:14])[CH2:1][CH2:2][CH2:3][CH3:4])=[O:10])=[O:36])=[C:22]([S:25]/[CH:26]=[CH:27]\[C:28]3[S:32][CH:31]=[N:30][C:29]=3[CH2:33][OH:34])[C@H:23]([CH3:24])[C@H:19]12)[CH3:17] |f:1.2|. Procedure: In the same manner as in step b) in Example 125, 220 mg of the title compound was prepared from 154 mg of chloromethyl N,N-di-n-butylcarbamate and 233 mg of sodium (1R,5S,6S)-6-((1R)-1-hydroxyethyl)-2-[[(Z)-2-(4-hydroxymethylthiazol-5-yl)ethen-1-yl]thio]-1-methyl-1-carbapen-2-em-3-carboxylate. Starting materials: C([C@H](O)[C@@H](O)C(=O)O)(=O)O (L-Tartaric acid), C(C1=CC=CC=C1)N (benzylamine), C=1(C(=CC=CC1)C)C (xylene). Run in O (water). Yields the product C(C1=CC=CC=C1)N1C([C@@H]([C@H](C1=O)O)O)=O ((3R,4R)-1-benzyl-3,4-dihydroxy-2,5-pyrrolidinedione). RXN SMILES: [C:1]([OH:10])(=O)[C@@H:2]([C@H:4]([C:6](O)=[O:7])[OH:5])[OH:3].[CH2:11]([NH2:18])[C:12]1[CH:17]=[CH:16][CH:15]=[CH:14][CH:13]=1.C1(C)C(C)=CC=CC=1>O>[CH2:11]([N:18]1[C:6](=[O:7])[C@H:4]([OH:5])[C@@H:2]([OH:3])[C:1]1=[O:10])[C:12]1[CH:17]=[CH:16][CH:15]=[CH:14][CH:13]=1. Procedure details: L-Tartaric acid (30 g) and benzylamine (22 mL) were added to xylene (150 mL), and the mixture was heated under reflux at 150° C. for 3 hours while water was removed with Dean-Stark apparatus. After the reaction mixture was left to cool overnight, the resultant crystals were collected by filtration, and were washed with acetone. The thus-obtained crude product was recrystallized from ethanol, to thereby give the title compound (23.2 g). Yields the product CC(C)C(=O)OC(OC(=O)ON1C(=O)CCC1=O)C(C)C. Reactants: CC(C)C(=O)OC(OC(=O)Oc1ccc(S(C)(=O)=O)cc1)C(C)C, ClCCl, O=C1CCC(=O)N1O. RXN SMILES: [CH3:1][CH:2]([C:3](=[O:4])[O:5][CH:6]([CH:7]([CH3:8])[CH3:9])[O:10][C:11](=[O:12])[O:13][c:14]1[cH:15][cH:16][c:17]([S:18]([CH3:19])(=[O:20])=[O:21])[cH:22][cH:23]1)[CH3:24].[Cl:33][CH2:34][Cl:35].[OH:25][N:26]1[C:27](=[O:32])[CH2:28][CH2:29][C:30]1=[O:31]>>[CH3:1][CH:2]([C:3](=[O:4])[O:5][CH:6]([CH:7]([CH3:8])[CH3:9])[O:10][C:11](=[O:12])[O:13][N:26]1[C:27](=[O:32])[CH2:28][CH2:29][C:30]1=[O:31])[CH3:24]. Reactants: C(C)OC(=O)C1(CCN(CC1)CC1=CC=C(C=C1)OCCN1CCCCC1)S(=O)(=O)C1=CC=C(C=C1)OC (4-(4-Methoxy-benzenesulfonyl)-1-[4-(2-piperidin-1-yl-ethoxy)-benzyl]-piperidine-4-carboxylic acid ethyl ester). Run in C1CCOC1.CO (THF methanol), [OH-].[Na+] (NaOH). The product is COC1=CC=C(C=C1)S(=O)(=O)C1(CCN(CC1)CC1=CC=C(C=C1)OCCN1CCCCC1)C(=O)O (4-(4-Methoxy-benzenesulfonyl)-1-[4-(2-piperidin-1-yl-ethoxy)-benzyl]-piperidine-4-carboxylic acid). Reaction SMILES: C([O:3][C:4]([C:6]1([S:28]([C:31]2[CH:36]=[CH:35][C:34]([O:37][CH3:38])=[CH:33][CH:32]=2)(=[O:30])=[O:29])[CH2:11][CH2:10][N:9]([CH2:12][C:13]2[CH:18]=[CH:17][C:16]([O:19][CH2:20][CH2:21][N:22]3[CH2:27][CH2:26][CH2:25][CH2:24][CH2:23]3)=[CH:15][CH:14]=2)[CH2:8][CH2:7]1)=[O:5])C>C1COCC1.CO.[OH-].[Na+]>[CH3:38][O:37][C:34]1[CH:35]=[CH:36][C:31]([S:28]([C:6]2([C:4]([OH:5])=[O:3])[CH2:11][CH2:10][N:9]([CH2:12][C:13]3[CH:18]=[CH:17][C:16]([O:19][CH2:20][CH2:21][N:22]4[CH2:27][CH2:26][CH2:25][CH2:24][CH2:23]4)=[CH:15][CH:14]=3)[CH2:8][CH2:7]2)(=[O:29])=[O:30])=[CH:32][CH:33]=1 |f:1.2,3.4|. Procedure details: 4-(4-Methoxy-benzenesulfonyl)-1-[4-(2-piperidin-1-yl-ethoxy)-benzyl]-piperidine-4-carboxylic acid was prepared starting from 4-(4-Methoxy-benzenesulfonyl)-1-[4-(2-piperidin-1-yl-ethoxy)-benzyl]-piperidine-4-carboxylic acid ethyl ester (5.4 g, 10 mmol) dissolved in THF:methanol 3:1 and 10 N NaOH (40 ml). The resulting reaction mixture was worked up as outlined in example 83. Yield 4.0 g (77%); off white powder; mp 174° C.; MS: 517.6 (M+H)+. The reactants are COC(=O)C1(CCC2(OCCO2)CC1)NC(C1=CC(=C(C=C1)OC)OCCC=1C=C(C=CC1)C)=O (8-[4-Methoxy-3-(2-m-tolyl-ethoxy)-benzoylamino]-1,4-dioxa-spiro[4.5]decane-8-carboxylic acid methyl ester), Cl (hydrochloric acid). The solvent is O1CCOCC1 (dioxane). Conditions: time 8 hour. Yields the product COC(=O)C1(CCC(CC1)=O)NC(C1=CC(=C(C=C1)OC)OCCC=1C=C(C=CC1)C)=O (1-[4-Methoxy-3-(2-m-tolyl-ethoxy)-benzoylamino]-4-oxo-cyclohexanecarboxylic acid methyl ester). As a reaction SMILES: [CH3:1][O:2][C:3]([C:5]1([NH:15][C:16](=[O:35])[C:17]2[CH:22]=[CH:21][C:20]([O:23][CH3:24])=[C:19]([O:25][CH2:26][CH2:27][C:28]3[CH:29]=[C:30]([CH3:34])[CH:31]=[CH:32][CH:33]=3)[CH:18]=2)[CH2:14][CH2:13][C:8]2(OCC[O:9]2)[CH2:7][CH2:6]1)=[O:4].Cl>O1CCOCC1>[CH3:1][O:2][C:3]([C:5]1([NH:15][C:16](=[O:35])[C:17]2[CH:22]=[CH:21][C:20]([O:23][CH3:24])=[C:19]([O:25][CH2:26][CH2:27][C:28]3[CH:29]=[C:30]([CH3:34])[CH:31]=[CH:32][CH:33]=3)[CH:18]=2)[CH2:6][CH2:7][C:8](=[O:9])[CH2:13][CH2:14]1)=[O:4]. Procedure: 8-[4-Methoxy-3-(2-m-tolyl-ethoxy)-benzoylamino]-1,4-dioxa-spiro[4.5]decane-8-carboxylic acid methyl ester (4.7 g, 9.7 mmol; intermediate in the synthesis of example 54) was dissolved in dioxane (70 ml), 2 N aqueous hydrochloric acid (10 ml) was added and the mixture was stirred at room temperature overnight. The material was partitioned between EA and saturated aqueous sodium chloride solution, the aqueous phase was extracted with EA, the combined organic phases were dried over sodium sulfate an...